The task is: describe an organic reaction: reactants, conditions, products, and yield. This data is from the Open Reaction Database (ORD), a public repository of structured organic reaction records. The reactants are CCOC(C)=O, CCOC(=O)C1(C)CCC=[N+]1[O-], COc1ccc(C(=O)O)cc1OC, CO, NC(N)=O, [NH4+], [OH-]. The product is CC1(C(N)=O)CCC=[N+]1[O-]. Reaction SMILES: [C:32]([O:33][CH2:34][CH3:35])(=[O:36])[CH3:37].[CH2:1]([O:3][C:4](=[O:2])[C:6]1([CH3:12])[CH2:7][CH2:8][CH:9]=[N+:10]1[O-:11])[CH3:5].[CH3:15][O:16][c:17]1[cH:18][c:19]([C:25]([OH:26])=[O:27])[cH:20][cH:21][c:22]1[O:23][CH3:24].[CH3:38][OH:39].[NH2:28][C:29](=[O:30])[NH2:31].[NH4+:13].[OH-:14]>>[O:3]=[C:4]([C:6]1([CH3:12])[CH2:7][CH2:8][CH:9]=[N+:10]1[O-:11])[NH2:28]. Starting materials: BrCCCBr (1,3-dibromopropane), O1C(CCCC1)OCC#C (3-(tetrahydro-2H-pyran-2-yloxy)-1-propyne), CN(P(N(C)C)(N(C)C)=O)C (hexamethylphosphoric triamide), CCCCCC.C(CCC)[Li] (n-butyllithium hexane). The solvent is O1CCCC1 (tetrahydrofuran). Conditions: temperature -10 celsius. Product: BrCCCC#CCOC1OCCCC1 (6-Bromo-1-(tetrahydro-2H-pyran-2-yloxy)-2-hexyne). Yield: 47.9%. As a reaction SMILES: [O:1]1[CH2:6][CH2:5][CH2:4][CH2:3][CH:2]1[O:7][CH2:8][C:9]#[CH:10].CCCCCC.C([Li])CCC.CN(C)P(=O)(N(C)C)N(C)C.[Br:33][CH2:34][CH2:35][CH2:36]Br>O1CCCC1>[Br:33][CH2:34][CH2:35][CH2:36][C:10]#[C:9][CH2:8][O:7][CH:2]1[CH2:3][CH2:4][CH2:5][CH2:6][O:1]1 |f:1.2|. Procedure details: Under argon flow, 13.46 g of 3-(tetrahydro-2H-pyran-2-yloxy)-1-propyne was dissolved in 135 ml of anhydrous tetrahydrofuran, and 60 ml of 1.6 N n-butyllithium hexane solution was added dropwise over 20 minutes with stirring at −10° C. of inner temperature. The mixture was stirred for 1 hour at the same temperature. After stirring for additional 1 hour at room temperature, the inner temperature was changed to −3° C., and 16.7 ml of hexamethylphosphoric triamide (HMPA) was added to the mixture. Th... The product is [OH-].[NH4+] (ammonium hydroxide), C(C)C1C(CCC(C(OC(C2CCCCN2C(C(C2(C(CC(C(C(CC(CC(=C1)C)C)OC)O2)OC)C)O)=O)=O)=O)C(=CC2CC(C(CC2)N)OC(C)C)C)C)=O (17-Ethyl-1-hydroxy-12-[2'-(4"-amino-3"-isopropyloxycyclohexyl)-1'-methylvinyl]-23,25-dimethoxy-13,19,21,27-tetramethyl-11,28-dioxa-4-azatricyclo[22.3.1.04,9 ]octacos-18-ene-2,3,10,16-tetraone). Reactants: C(C)C1C(CCC(C(OC(C2CCCCN2C(C(C2(C(CC(C(C(CC(CC(=C1)C)C)OC)O2)OC)C)O)=O)=O)=O)C(=CC2CC(C(CC2)N=[N+]=[N-])OC(C)C)C)C)=O (17-ethyl-1-hydroxy-12-[2'-(4"-azido-3"-isopropyloxycyclohexyl)-1'-methylvinyl]-23,25-dimethoxy-13,19,21,27-tetramethyl-11,28-dioxa-4-azatricyclo[22.3.1.04,9 ]octacos-18-ene-2,3,10,16-tetraone), C1(=CC=CC=C1)P(C1=CC=CC=C1)C1=CC=CC=C1 (triphenylphosphine). The solvent is C1=CC=CC=C1 (benzene). Run at temperature 70 celsius, time 17 hour. As a reaction SMILES: [CH2:1]([CH:3]1[CH:29]=[C:28]([CH3:30])[CH2:27][CH:26]([CH3:31])[CH2:25][CH:24]([O:32][CH3:33])[CH:23]2[O:34][C:19]([OH:38])([CH:20]([CH3:37])[CH2:21][CH:22]2[O:35][CH3:36])[C:18](=[O:39])[C:17](=[O:40])[N:16]2[CH:11]([CH2:12][CH2:13][CH2:14][CH2:15]2)[C:10](=[O:41])[O:9][CH:8]([C:42]([CH3:57])=[CH:43][CH:44]2[CH2:49][CH2:48][CH:47]([N:50]=[N+]=[N-])[CH:46]([O:53][CH:54]([CH3:56])[CH3:55])[CH2:45]2)[CH:7]([CH3:58])[CH2:6][CH2:5][C:4]1=[O:59])[CH3:2].C1(P(C2C=CC=CC=2)C2C=CC=CC=2)C=CC=CC=1>C1C=CC=CC=1>[OH-:9].[NH4+:16].[CH2:1]([CH:3]1[CH:29]=[C:28]([CH3:30])[CH2:27][CH:26]([CH3:31])[CH2:25][CH:24]([O:32][CH3:33])[CH:23]2[O:34][C:19]([OH:38])([CH:20]([CH3:37])[CH2:21][CH:22]2[O:35][CH3:36])[C:18](=[O:39])[C:17](=[O:40])[N:16]2[CH:11]([CH2:12][CH2:13][CH2:14][CH2:15]2)[C:10](=[O:41])[O:9][CH:8]([C:42]([CH3:57])=[CH:43][CH:44]2[CH2:49][CH2:48][CH:47]([NH2:50])[CH:46]([O:53][CH:54]([CH3:56])[CH3:55])[CH2:45]2)[CH:7]([CH3:58])[CH2:6][CH2:5][C:4]1=[O:59])[CH3:2] |f:3.4|. Yield: 156.9%. Procedure details: To a solution of 17-ethyl-1-hydroxy-12-[2'-(4"-azido-3"-isopropyloxycyclohexyl)-1'-methylvinyl]-23,25-dimethoxy-13,19,21,27-tetramethyl-11,28-dioxa-4-azatricyclo[22.3.1.04,9 ]octacos-18-ene-2,3,10,16-tetraone (50 mg) in 10% aqueous benzene (1.7 ml) was added triphenylphosphine (24 mg) and the mixture heated to 70° C. with stirring. After 17 hours, the stir bar was removed and the reaction cooled to room temperature. The mixture was concentrated to 10% volume in vacuo and applied directly to a co... Starting materials: 41, N(CCO)(CCO)CCO (triethanolamine), C(C1=CC=CO1)=O (furfuraldehyde), 26.5, C(C=C)#N (acrylonitrile). The reagents and catalysts are Catalyst 1. Run in CN(C=O)C (dimethylformamide), C(C)O (ethanol), CN(C=O)C (dimethylformamide), C(C)O (ethanol). Reaction conditions: time 30 minute. Product: O1C(=CC=C1)C(=O)C(C#N)C (α-furoylpropionitrile). Reaction SMILES: N(CCO)(CCO)CCO.[CH:11](=[O:17])[C:12]1[O:16][CH:15]=[CH:14][CH:13]=1.[C:18](#[N:21])[CH:19]=[CH2:20]>CN(C)C=O.C(O)C>[O:16]1[CH:15]=[CH:14][CH:13]=[C:12]1[C:11]([CH:19]([CH3:20])[C:18]#[N:21])=[O:17]. Procedure details: Following the procedure in Example 1, 29.8 g. (0.2 mol) of triethanolamine are added to 48 g (0.5 mol) of furfuraldehyde and 13.5 g of Catalyst 1 (0.05 mol) in a mixture of 300 ml of dimethylformamide and 300 ml of ethanol and the whole is then brought to the reflux temperature while stirring under a stream of nitrogen. After 30 minutes, the dropwise addition of a solution of 26.5 (0.05 mol) of distilled acrylonitrile in a mixture of 50 ml of dimethylformamide and 50 ml of ethanol, over the cour... Starting materials: C[Si](C)(C)C#N (trimethylsilyl cyanide), CN(C(=O)Cl)C (N,N-dimethylcarbamoyl chloride), C1(=CC=CC=C1)C1=CC=[N+](C=C1)[O-] (4-Phenylpyridine N-oxide). Run in [N+](=O)([O-])CC (nitroethane). Reaction conditions: time 45 hour. Product: C(#N)C1=NC=CC(=C1)C1=CC=CC=C1 (2-Cyano-4-phenylpyridine). The yield is 87.0%. Reaction SMILES: [C:1]1([C:7]2[CH:12]=[CH:11][N+:10]([O-])=[CH:9][CH:8]=2)[CH:6]=[CH:5][CH:4]=[CH:3][CH:2]=1.C[Si]([C:18]#[N:19])(C)C.CN(C)C(Cl)=O>[N+](CC)([O-])=O>[C:18]([C:11]1[CH:12]=[C:7]([C:1]2[CH:6]=[CH:5][CH:4]=[CH:3][CH:2]=2)[CH:8]=[CH:9][N:10]=1)#[N:19]. Procedure details: 4-Phenylpyridine N-oxide (3.13 g, 18.3 mmol) was dissolved in nitroethane (30 ml), and trimethylsilyl cyanide (2.0 g, 20.2 mmol) and N,N-dimethylcarbamoyl chloride (1.7 ml, 18.5 mmol) were added thereto. The reaction mixture was stirred at room temperature for 45 hrs, concentrated under reduced pressure, combined with saturated aqueous sodium hydrogen carbonate solution and extracted with ethyl acetate. The extract was washed with saturated brine and dried. The solvent was evaporated under reduc... The reactants are BrC1=C(CBr)C=CC=C1 (2-bromo-benzyl bromide), C(#N)C1=C(C=CC(=C1)Cl)O (2-cyano-4-chloro-phenol), [H-].[Na+] (NaH). Solvent: CN(C)C=O (DMF). Reaction conditions: time 1.5 hour. The product is BrC1=C(COC2=C(C#N)C=C(C=C2)Cl)C=CC=C1 (2-(2-Bromo-benzyloxy)-5-chloro-benzonitrile). Yield: 82.1%. RXN SMILES: [Br:1][C:2]1[CH:9]=[CH:8][CH:7]=[CH:6][C:3]=1[CH2:4]Br.[C:10]([C:12]1[CH:17]=[C:16]([Cl:18])[CH:15]=[CH:14][C:13]=1[OH:19])#[N:11].[H-].[Na+]>CN(C=O)C>[Br:1][C:2]1[CH:9]=[CH:8][CH:7]=[CH:6][C:3]=1[CH2:4][O:19][C:13]1[CH:14]=[CH:15][C:16]([Cl:18])=[CH:17][C:12]=1[C:10]#[N:11] |f:2.3|. Reported procedure: To a stirred mixture of 2-bromo-benzyl bromide (5.00 g, 20.0 mmol) and 2-cyano-4-chloro-phenol (13.2 g, 21.0 mmol) in anhydrous DMF under argon was added 95% NaH (0.56 g, 22.0 mmol) portionwise. This reaction mixture was stirred at room temperature for 1.5 hours and then quenched with water. The resulting mixture was diluted with ether (400 mL), and washed sequentially with water (3×100 mL), 1N NaOH solution (2×30 mL), saturated NaHCO3 solution (1×60 mL) and brine (1×60 mL). The organic layer wa...